From a dataset of the Open Reaction Database (ORD), a public repository of structured organic reaction records. describe an organic reaction: reactants, conditions, products, and yield Reactants: Cl (hydrochloric acid), [Br-].N1=C(C=CC=C1)[Zn+] (2-pyridyl zinc bromide), BrC=1C=C(C2=C(N=C(S2)NC(=O)NCC)C1)Br (5,7-dibromo-benzothiazol-2-yl-3-ethyl urea). The reagents and catalysts are Cl[Pd]([P](C1=CC=CC=C1)(C2=CC=CC=C2)C3=CC=CC=C3)([P](C4=CC=CC=C4)(C5=CC=CC=C5)C6=CC=CC=C6)Cl (Dichlorobis(triphenylphosphine)-palladium). Run in O (water). Reaction conditions: temperature 55 celsius, time 18 hour. The product is BrC=1C=C(C2=C(N=C(S2)NC(=O)NCC)C1)C1=NC=CC=C1 (1-(5-Bromo-7-pyridin-2-yl-benzothiazol-2-yl)-3-ethyl-urea). Yield: 55.2%. As a reaction SMILES: [Br:1][C:2]1[CH:3]=[C:4](Br)[C:5]2[S:9][C:8]([NH:10][C:11]([NH:13][CH2:14][CH3:15])=[O:12])=[N:7][C:6]=2[CH:16]=1.[Br-].[N:19]1[CH:24]=[CH:23][CH:22]=[CH:21][C:20]=1[Zn+].Cl>Cl[Pd](Cl)([P](C1C=CC=CC=1)(C1C=CC=CC=1)C1C=CC=CC=1)[P](C1C=CC=CC=1)(C1C=CC=CC=1)C1C=CC=CC=1.O>[Br:1][C:2]1[CH:3]=[C:4]([C:20]2[CH:21]=[CH:22][CH:23]=[CH:24][N:19]=2)[C:5]2[S:9][C:8]([NH:10][C:11]([NH:13][CH2:14][CH3:15])=[O:12])=[N:7][C:6]=2[CH:16]=1 |f:1.2,^1:29,48|. Reported procedure: A stirred mixture of the 1-(5,7-dibromo-benzothiazol-2-yl-3-ethyl urea (2.62 g, 0.00687 mol) and Dichlorobis(triphenylphosphine)-palladium (0.48 g 0.000687 mol), under nitrogen, was treated in one portion, via a syringe, with 2-pyridyl zinc bromide solution (0.5M solution in THF, 7.66 g, 0.0344 mol). The reaction mixture was heated, with stirring, at 55° C. for 18 hours, allowed to cool and poured into 500 ml of water containing −5 ml of conc hydrochloric acid. The suspension was stirred and the... As a reaction SMILES: O=C[C@@H]([C@H]([C@@H]([C@@H](CO)O)O)O)O.[CH2:13]1[C@H:18]([NH2:19])[C@@H:17]([O:20][C@H:21]2[O:26][C@H:25]([CH2:27][NH2:28])[C@@H:24]([OH:29])[C@H:23]([OH:30])[C@H:22]2[OH:31])[C@H:16]([OH:32])[C@@H:15]([O:33][C@H:34]2[O:39][C@H:38]([CH2:40][OH:41])[C@@H:37]([OH:42])[C@H:36]([NH2:43])[C@H:35]2[OH:44])[C@@H:14]1[NH2:45].OS(O)(=O)=O>O>[CH2:13]1[C@H:18]([NH2:19])[C@@H:17]([O:20][C@H:21]2[O:26][C@H:25]([CH2:27][NH2:28])[C@@H:24]([OH:29])[C@H:23]([OH:30])[C@H:22]2[OH:31])[C@H:16]([OH:32])[C@@H:15]([O:33][C@H:34]2[O:39][C@H:38]([CH2:40][OH:41])[C@@H:37]([OH:42])[C@H:36]([NH2:43])[C@H:35]2[OH:44])[C@@H:14]1[NH2:45] |f:1.2|. Conditions: temperature 120 celsius. The solvent is O (water). Starting materials: O=C[C@H](O)[C@@H](O)[C@H](O)[C@H](O)CO (glucose), C1[C@H]([C@@H]([C@H]([C@@H]([C@H]1N)O[C@@H]2[C@@H]([C@H]([C@@H]([C@H](O2)CN)O)O)O)O)O[C@@H]3[C@@H]([C@H]([C@@H]([C@H](O3)CO)O)N)O)N.OS(=O)(=O)O (kanamycin sulfate). Procedure: A simulated kanamycin culture broth is prepared by sterilizing 160 ml glucose-bouillon medium under heating at 120° C for 15 minutes and adding kanamycin sulfate with 60 mg activity thereto. Then, the solution is passed through a column, 2 cm in diameter, wherein 6 g (dry weight) selective adsorbents containing activated charcoal as obtained in Example 1, after being sufficiently swelled with water, are packed, at the rate of 0.5 ml/minute. The column is then washed and further eluted with 0.1N ... Yields the product C1[C@H]([C@@H]([C@H]([C@@H]([C@H]1N)O[C@@H]2[C@@H]([C@H]([C@@H]([C@H](O2)CN)O)O)O)O)O[C@@H]3[C@@H]([C@H]([C@@H]([C@H](O3)CO)O)N)O)N (kanamycin). Starting materials: NC=1C=C(OC=2C=C(C=CC2)NC(OC(C)(C)C)=O)C=CC1N (tert-butyl [3-(3,4-diaminophenoxy)phenyl]carbamate), N#CBr (cyanogen bromide). Run in C(C)(=O)OCC (ethyl acetate), O1CCCC1 (tetrahydrofuran). Reaction conditions: time 3 day. Product: NC1=NC2=C(N1)C=C(C=C2)OC=2C=C(C=CC2)NC(OC(C)(C)C)=O (tert-butyl {3-[(2-amino-1H-benzimidazol-6-yl)oxy]phenyl}carbamate). Yield: 135.0%. Reaction SMILES: [NH2:1][C:2]1[CH:3]=[C:4]([CH:20]=[CH:21][C:22]=1[NH2:23])[O:5][C:6]1[CH:7]=[C:8]([NH:12][C:13](=[O:19])[O:14][C:15]([CH3:18])([CH3:17])[CH3:16])[CH:9]=[CH:10][CH:11]=1.[N:24]#[C:25]Br>O1CCCC1.C(OCC)(=O)C>[NH2:24][C:25]1[NH:1][C:2]2[CH:3]=[C:4]([O:5][C:6]3[CH:7]=[C:8]([NH:12][C:13](=[O:19])[O:14][C:15]([CH3:18])([CH3:17])[CH3:16])[CH:9]=[CH:10][CH:11]=3)[CH:20]=[CH:21][C:22]=2[N:23]=1. Procedure: To a solution of tert-butyl [3-(3,4-diaminophenoxy)phenyl]carbamate (3.00 g, 9.51 mmol) in tetrahydrofuran (150 mL) was added cyanogen bromide (2.93 g, 27.7 mmol), and the mixture was stirred at room temperature for 3 days. The reaction mixture was diluted with ethyl acetate (300 mL), washed with saturated aqueous sodium hydrogencarbonate solution (100 mL×2) and saturated brine (100 mL), successively, and dried over anhydrous magnesium sulfate. The insoluble material was filtered off, and the fi... The reactants are Cl (hydrochloric acid), C(C)OC1=NN(C=C1CCC(=O)OCC)CC1=CC=C(C=C1)OCC=1N=C2N(C(=CC=C2)C2=CC=CC=C2)C1 (ethyl 3-[3-ethoxy-1-[4-(5-phenylimidazo[1,2-a]pyridin-2-ylmethoxy)benzyl]-1H-pyrazol-4-yl]propionate), [OH-].[Na+] (sodium hydroxide), O1CCCC1 (tetrahydrofuran). Solvent: C(C)O (ethanol). Conditions: time 3 hour. Yields the product C(C)OC1=NN(C=C1CCC(=O)O)CC1=CC=C(C=C1)OCC=1N=C2N(C(=CC=C2)C2=CC=CC=C2)C1 (3-[3-ethoxy-1-[4-(5-phenylimidazo[1,2-a]pyridin-2-ylmethoxy)benzyl]-1H-pyrazol-4-yl]propionic acid). Isolated yield 89.9%. Reaction SMILES: [CH2:1]([O:3][C:4]1[C:8]([CH2:9][CH2:10][C:11]([O:13]CC)=[O:12])=[CH:7][N:6]([CH2:16][C:17]2[CH:22]=[CH:21][C:20]([O:23][CH2:24][C:25]3[N:26]=[C:27]4[CH:32]=[CH:31][CH:30]=[C:29]([C:33]5[CH:38]=[CH:37][CH:36]=[CH:35][CH:34]=5)[N:28]4[CH:39]=3)=[CH:19][CH:18]=2)[N:5]=1)[CH3:2].[OH-].[Na+].O1CCCC1.Cl>C(O)C>[CH2:1]([O:3][C:4]1[C:8]([CH2:9][CH2:10][C:11]([OH:13])=[O:12])=[CH:7][N:6]([CH2:16][C:17]2[CH:18]=[CH:19][C:20]([O:23][CH2:24][C:25]3[N:26]=[C:27]4[CH:32]=[CH:31][CH:30]=[C:29]([C:33]5[CH:38]=[CH:37][CH:36]=[CH:35][CH:34]=5)[N:28]4[CH:39]=3)=[CH:21][CH:22]=2)[N:5]=1)[CH3:2] |f:1.2|. Reported procedure: After a mixture of ethyl 3-[3-ethoxy-1-[4-(5-phenylimidazo[1,2-a]pyridin-2-ylmethoxy)benzyl]-1H-pyrazol-4-yl]propionate (551 mg), 1N aqueous sodium hydroxide solution (3 ml), tetrahydrofuran (6 ml) and ethanol (6 ml) was stirred at room temperature for 3 hours, 1 N hydrochloric acid (3 ml) was added to the mixture, and then the mixture was extracted with ethyl acetate. The ethyl acetate layer was washed with saturated aqueous sodium chloride solution, dried (MgSO4) and concentrated. The resultin... Procedure details: To a solution of (2-{3-benzyloxy-4-[1,1,4-trioxo-5-(2-trimethylsilanylethyl)-1,2,5-thiadiazolidin-2-yl]-phenyl}-ethyl)-carbamic acid tert-butyl ester (1.5 g, 2.67 mmol) (from Example 59, step B) in 10 mL of CH2Cl2 is added TFA (4.0 mL). The mixture stirred for 30 min and then evaporated and azeotroped with toluene to afford the title compound as an orange foam. RXN SMILES: C(OC(=O)[NH:7][CH2:8][CH2:9][C:10]1[CH:15]=[CH:14][C:13]([N:16]2[CH2:20][C:19](=[O:21])[N:18]([CH2:22][CH2:23][Si:24]([CH3:27])([CH3:26])[CH3:25])[S:17]2(=[O:29])=[O:28])=[C:12]([O:30][CH2:31][C:32]2[CH:37]=[CH:36][CH:35]=[CH:34][CH:33]=2)[CH:11]=1)(C)(C)C.[C:39]([OH:45])([C:41]([F:44])([F:43])[F:42])=[O:40]>C(Cl)Cl>[OH:45][C:39]([C:41]([F:44])([F:43])[F:42])=[O:40].[NH2:7][CH2:8][CH2:9][C:10]1[CH:15]=[CH:14][C:13]([N:16]2[S:17](=[O:29])(=[O:28])[N:18]([CH2:22][CH2:23][Si:24]([CH3:25])([CH3:26])[CH3:27])[C:19](=[O:21])[CH2:20]2)=[C:12]([O:30][CH2:31][C:32]2[CH:33]=[CH:34][CH:35]=[CH:36][CH:37]=2)[CH:11]=1 |f:3.4|. Run in C(Cl)Cl (CH2Cl2). Product: OC(=O)C(F)(F)F.NCCC1=CC(=C(C=C1)N1CC(N(S1(=O)=O)CC[Si](C)(C)C)=O)OCC1=CC=CC=C1 (5-[4-(2-Aminoethyl)-2-benzyloxyphenyl]-1,1-dioxo-2-(2-trimethylsilanylethyl)-1,2,5-thiadiazolidin-3-one TFA Salt). The reactants are C(C)(C)(C)OC(NCCC1=CC(=C(C=C1)N1S(N(C(C1)=O)CC[Si](C)(C)C)(=O)=O)OCC1=CC=CC=C1)=O ((2-{3-Benzyloxy-4-[1,1,4-trioxo-5-(2-trimethylsilanylethyl)-1,2,5-thiadiazolidin-2-yl]-phenyl}-ethyl)-carbamic Acid Tert-butyl Ester), C(=O)(C(F)(F)F)O (TFA). Conditions: time 30 minute.